This data is from the Open Reaction Database (ORD), a public repository of structured organic reaction records. The task is: describe an organic reaction: reactants, conditions, products, and yield Reactants: C(C)(=O)O.BrC=1C(=NC=CC1)NC(=N)NCC1=C(C=CC=C1)OC (N-(3-bromopyridin-2-yl)-N′-(2-methoxybenzyl)guanidine acetate), tetrakis-(triphenylphosphine)palladium(0), C1(=CC=CC=C1)OB(O)O (phenylboric acid), C([O-])([O-])=O.[Na+].[Na+] (sodium carbonate). The yield is 19.0%. Procedure details: The preparation was carried out analogously to Example 56, using 0.200 g (0.506 mmol) N-(3-bromopyridin-2-yl)-N′-(2-methoxybenzyl)guanidine acetate, 0.092 g (0.759 mmol) phenylboric acid, 0.165 g (1.518 mmol) sodium carbonate, and 0.040 g (0.035 mmol) tetrakis-(triphenylphosphine)palladium(0). The mixture was likewise heated in a reaction block at 110° C., first for 21 hr and then for an additional 20 hr, for a total of 41 hr under a nitrogen atmosphere. After appropriate workup and purification... Product: COC1=C(CNC(=N)NC2=NC=CC=C2C2=CC=CC=C2)C=CC=C1 (N-(2-methoxybenzyl)-N′-(3-phenylpyridin-2-yl)guanidine). Reaction SMILES: C(O)(=O)C.Br[C:6]1[C:7]([NH:12][C:13]([NH:15][CH2:16][C:17]2[CH:22]=[CH:21][CH:20]=[CH:19][C:18]=2[O:23][CH3:24])=[NH:14])=[N:8][CH:9]=[CH:10][CH:11]=1.[C:25]1(OB(O)O)[CH:30]=[CH:29][CH:28]=[CH:27][CH:26]=1.C(=O)([O-])[O-].[Na+].[Na+]>>[CH3:24][O:23][C:18]1[CH:19]=[CH:20][CH:21]=[CH:22][C:17]=1[CH2:16][NH:15][C:13]([NH:12][C:7]1[C:6]([C:25]2[CH:30]=[CH:29][CH:28]=[CH:27][CH:26]=2)=[CH:11][CH:10]=[CH:9][N:8]=1)=[NH:14] |f:0.1,3.4.5|. Run at temperature 110 celsius, time 20 hour. The reactants are CC(C)([O-])C.[K+] (potassium tert-butoxide), C(C)(C)(C)OC(=O)N1CC(NCC1)=O (1-tert-Butoxycarbonyl-3-oxopiperazine), IC (iodomethane). Run in CN(C)C=O (DMF). Run at time 1 hour. Product: C(C)(C)(C)OC(=O)N1CC(N(CC1)C)=O (1-tert-butoxycarbonyl-4-methyl-3-oxopiperazine). Isolated yield 73.3%. As a reaction SMILES: [C:1]([O:5][C:6]([N:8]1[CH2:13][CH2:12][NH:11][C:10](=[O:14])[CH2:9]1)=[O:7])([CH3:4])([CH3:3])[CH3:2].[CH3:15]C(C)([O-])C.[K+].IC>CN(C=O)C>[C:1]([O:5][C:6]([N:8]1[CH2:13][CH2:12][N:11]([CH3:15])[C:10](=[O:14])[CH2:9]1)=[O:7])([CH3:4])([CH3:2])[CH3:3] |f:1.2|. Procedure details: 1-tert-Butoxycarbonyl-3-oxopiperazine (see Tetrahedron Lett. (1980), 21(32), 3019-20 for outline of synthesis, 5 g) was dissolved in dry DMF (75 ml) and potassium tert-butoxide (3.08 g) was added. The mixture was stirred at ambient temperature for 1 hour, then iodomethane (3.9 g) was added, and stirring continued at the same temperature for 2.5 hours. Solvent was evaporated, and the residue chromatographed on silica, using as eluant a gradient increasing in polarity from 0 to 100% ethyl acetate ... The reactants are O=C(c1ccc(Br)cc1)C1CC1, [K+], NN, [OH-], O, OCCO. The product is Brc1ccc(CC2CC2)cc1. RXN SMILES: [CH:1]1([C:4](=[O:5])[c:6]2[cH:7][cH:8][c:9]([Br:12])[cH:10][cH:11]2)[CH2:2][CH2:3]1.[K+:17].[NH2:14][NH2:15].[OH-:16].[OH2:13].[OH:18][CH2:19][CH2:20][OH:21]>>[CH:1]1([CH2:4][c:6]2[cH:7][cH:8][c:9]([Br:12])[cH:10][cH:11]2)[CH2:2][CH2:3]1. The reactants are C#[N+]C(CCCCC(C)(C)C(=O)OCC)S(=O)(=O)c1ccc(C)cc1, CC(C)(C)[O-], Cl, CCOC(=O)C1(CCCCI)CCC1, [K+]. Product: CCOC(=O)C(C)(C)CCCCC(=O)CCCCC1(C(=O)OCC)CCC1. Reaction SMILES: [CH2:1]([CH3:2])[O:3][C:4]([C:5]([CH2:6][CH2:7][CH2:8][CH2:9][CH:10]([N+:11]#[CH:12])[S:13]([c:14]1[cH:15][cH:16][c:17]([CH3:18])[cH:19][cH:20]1)(=[O:21])=[O:22])([CH3:23])[CH3:24])=[O:25].[CH3:40][C:41]([CH3:42])([O-:43])[CH3:44].[ClH:46].[I:26][CH2:27][CH2:28][CH2:29][CH2:30][C:31]1([C:35](=[O:36])[O:37][CH2:38][CH3:39])[CH2:32][CH2:33][CH2:34]1.[K+:45]>>[CH2:1]([CH3:2])[O:3][C:4]([C:5]([CH2:6][CH2:7][CH2:8][CH2:9][C:10]([CH2:27][CH2:28][CH2:29][CH2:30][C:31]1([C:35](=[O:36])[O:37][CH2:38][CH3:39])[CH2:32][CH2:33][CH2:34]1)=[O:43])([CH3:23])[CH3:24])=[O:25]. Reactants: N[C@H](C(=O)NC=1C=C2C(=NC=NC2=CC1OCCOC)NC1=CC(=C(C=C1)OCC1=CC(=CC=C1)F)Cl)C ((2S)-amino-N-{4-[3-chloro-4-(3-fluoro-benzyloxy)-phenylamino]-7-(2-methoxyethoxy)-quinazolin-6-yl}-propionamide), C(C=C)(=O)Cl (acryloylchloride), C([O-])(O)=O.[Na+] (sodium bicarbonate). Run in mixture, C1CCOC1 (THF), O (water). The product is ClC=1C=C(C=CC1OCC1=CC(=CC=C1)F)NC1=NC=NC2=CC(=C(C=C12)NC(=O)[C@H](C)NC(C=C)=O)OCCOC ((1S)—N-(1-{4-[3-chloro-4-(3-fluoro-benzyloxy)-phenylamino]-7-(2-methoxyethoxy)-quinazolin-6-ylcarbamoyl}-ethyl)-acrylamide). Isolated yield 24.0%. RXN SMILES: [NH2:1][C@@H:2]([CH3:38])[C:3]([NH:5][C:6]1[CH:7]=[C:8]2[C:13](=[CH:14][C:15]=1[O:16][CH2:17][CH2:18][O:19][CH3:20])[N:12]=[CH:11][N:10]=[C:9]2[NH:21][C:22]1[CH:27]=[CH:26][C:25]([O:28][CH2:29][C:30]2[CH:35]=[CH:34][CH:33]=[C:32]([F:36])[CH:31]=2)=[C:24]([Cl:37])[CH:23]=1)=[O:4].[C:39](Cl)(=[O:42])[CH:40]=[CH2:41].C(=O)(O)[O-].[Na+]>C1COCC1.O>[Cl:37][C:24]1[CH:23]=[C:22]([NH:21][C:9]2[C:8]3[C:13](=[CH:14][C:15]([O:16][CH2:17][CH2:18][O:19][CH3:20])=[C:6]([NH:5][C:3]([C@@H:2]([NH:1][C:39](=[O:42])[CH:40]=[CH2:41])[CH3:38])=[O:4])[CH:7]=3)[N:12]=[CH:11][N:10]=2)[CH:27]=[CH:26][C:25]=1[O:28][CH2:29][C:30]1[CH:35]=[CH:34][CH:33]=[C:32]([F:36])[CH:31]=1 |f:2.3|. Reported procedure: 205 mg of (2S)-amino-N-{4-[3-chloro-4-(3-fluoro-benzyloxy)-phenylamino]-7-(2-methoxyethoxy)-quinazolin-6-yl}-propionamide as a starting material was dissolved in 10 ml of a mixture of THF and water (3:1), and reacted with 0.047 ml of acryloylchloride at room temperature for 1 hour after adding 97 mg of sodium bicarbonate. The reacted solution was extracted with a mixture of chloroform and isopropanol after adding water, washed with saturated saline solution, dried over anhydrous sodium sulfate, ... Starting materials: CCBr, CN1CCC(Cl)CC1, [Cl-], N#Cc1ccccc1F, [Mg], [NH4+], C1CCOC1, O. Yields the product CN1CCC(C(=O)c2ccccc2F)CC1. As a reaction SMILES: [CH2:2]([Br:3])[CH3:4].[CH3:5][N:6]1[CH2:7][CH2:8][CH:9]([Cl:12])[CH2:10][CH2:11]1.[Cl-:22].[F:13][c:14]1[c:15]([C:16]#[N:17])[cH:18][cH:19][cH:20][cH:21]1.[Mg:1].[NH4+:23].[O:24]1[CH2:25][CH2:26][CH2:27][CH2:28]1.[OH2:29]>>[CH3:5][N:6]1[CH2:7][CH2:8][CH:9]([C:16]([c:15]2[c:14]([F:13])[cH:21][cH:20][cH:19][cH:18]2)=[O:24])[CH2:10][CH2:11]1. Starting materials: C(C1=CC=CC=C1)OC(=O)NCCC1=CC=C(C=C1)C1=C(C=C(C=C1)C(=O)OC)C (methyl 4′-[2-[[(benzyloxy)carbonyl]-amino]ethyl]-2-methyl-1,1′-biphenyl-4-carboxylate), C(=O)[O-].[NH4+] (ammonium formate). The reagents and catalysts are [Pd] (palladium on carbon). Solvent: CO (methanol), O (water). Yields the product NCCC1=CC=C(C=C1)C1=C(C=C(C=C1)C(=O)OC)C (methyl 4′-(2-aminoethyl)-2-methyl-1,1′-biphenyl-4-carboxylate). Isolated yield 87.6%. Reaction SMILES: C(OC([NH:11][CH2:12][CH2:13][C:14]1[CH:19]=[CH:18][C:17]([C:20]2[CH:25]=[CH:24][C:23]([C:26]([O:28][CH3:29])=[O:27])=[CH:22][C:21]=2[CH3:30])=[CH:16][CH:15]=1)=O)C1C=CC=CC=1.C([O-])=O.[NH4+]>[Pd].CO.O>[NH2:11][CH2:12][CH2:13][C:14]1[CH:15]=[CH:16][C:17]([C:20]2[CH:25]=[CH:24][C:23]([C:26]([O:28][CH3:29])=[O:27])=[CH:22][C:21]=2[CH3:30])=[CH:18][CH:19]=1 |f:1.2|. Reported procedure: A mixture of methyl 4′-[2-[[(benzyloxy)carbonyl]-amino]ethyl]-2-methyl-1,1′-biphenyl-4-carboxylate (650 mg), ammonium formate (500 mg) and palladium on carbon powder (400 mg) in methanol (10 ml) and water (1.0 ml) was refluxed for 2 hours. The reaction mixture was filtrated and poured into water and extracted with chloroform. The organic layer was washed with brine, dried over magnesium sulfate and evaporated to give methyl 4′-(2-aminoethyl)-2-methyl-1,1′-biphenyl-4-carboxylate (380 mg). Reactants: CS(=O)(=O)[O-].CS(=O)(=O)CCCCC(=O)C=1C=[NH+]C=CC1 (3-(5-methanesulphonyl-pentanoyl)pyridinium methanesulphonate), C(C)(C)N(C(C)C)CC (N,N-diisopropylethylamine), O (water), C(C)(=S)O (thioacetic acid). Solvent: O1CCCC1 (tetrahydrofuran). Run at time 10 minute. Yields the product N1=CC(=CC=C1)C1=CCCC[S@]1=O ((R)-6-(3-pyridyl)-3,4-dihydro-2H-thiopyran 1-oxide). Isolated yield 61.7%. As a reaction SMILES: CS([O-])(=O)=O.C[S:7]([CH2:10][CH2:11][CH2:12][CH2:13][C:14]([C:16]1[CH:17]=[NH+:18][CH:19]=[CH:20][CH:21]=1)=O)(=O)=[O:8].C(N(CC)C(C)C)(C)C.C(O)(=S)C.O>O1CCCC1>[N:18]1[CH:19]=[CH:20][CH:21]=[C:16]([C:14]2[S@:7](=[O:8])[CH2:10][CH2:11][CH2:12][CH:13]=2)[CH:17]=1 |f:0.1|. Procedure details: A solution of 3-(5-methanesulphonyl-pentanoyl)pyridinium methanesulphonate (35.3 g) in tetrahydrofuran (200 ml) is treated with N,N-diisopropylethylamine (39 ml) and the resulting solution is stirred for 10 minutes. It is then treated with thioacetic acid (8.25 ml), dropwise, and the mixture is stirred at ambient temperature for 17 hours. It is then treated with water (200 ml), the mixture is stirred for 5 minutes, and the product is then extracted into toluene (150 ml;75 ml). The combined organ... Starting materials: CN(C=C(C#N)C(C1=C(C=C(C(=C1)F)Cl)Cl)=O)C (3-dimethylamino-2-(2,4-dichloro-5-fluorobenzoyl)acrylonitrile), C1(CC1)N (cyclopropylamine). Solvent: C1(=CC=CC=C1)C (toluene). Reaction conditions: time 30 minute. Product: C1(CC1)NC=C(C#N)C(C1=C(C=C(C(=C1)F)Cl)Cl)=O (3-cyclopropylamino-2-(2,4-dichloro-5-fluorobenzoyl)acrylonitrile). Yield: 92.3%. As a reaction SMILES: C[N:2]([CH3:18])[CH:3]=[C:4]([C:7](=[O:17])[C:8]1[CH:13]=[C:12]([F:14])[C:11]([Cl:15])=[CH:10][C:9]=1[Cl:16])[C:5]#[N:6].[CH:19]1(N)C[CH2:20]1>C1(C)C=CC=CC=1>[CH:18]1([NH:2][CH:3]=[C:4]([C:7](=[O:17])[C:8]2[CH:13]=[C:12]([F:14])[C:11]([Cl:15])=[CH:10][C:9]=2[Cl:16])[C:5]#[N:6])[CH2:20][CH2:19]1. Procedure details: 14.35 g of 3-dimethylamino-2-(2,4-dichloro-5-fluorobenzoyl)acrylonitrile are refluxed with 3.2 g of cyclopropylamine and 60 ml of toluene. When the evolution of gas is finished after about 30 minutes, the toluene is removed by distillation in vacuo, and the residue is recrystallized from ethanol/light petroleum. 13.8 g of 3-cyclopropylamino-2-(2,4-dichloro-5-fluorobenzoyl)acrylonitrile of melting point 94°-95° C. are obtained. The reactants are S(=S)(=O)([O-])[O-].[Na+].[Na+] (sodium thiosulfate), C(O)([O-])=O.[Na+] (sodium hydrogen carbonate), ClC1=CC(=CC=C1)C(=O)OO (m-Chloroperbenzoic acid), C(C)(=O)[C@H]1[C@@H](C(N1)=O)C(C)O[Si](C)(C)C(C)(C)C (trans-4-acetyl-3-[1-(tert-butyldimethylsilyloxy)ethyl]-2-azetidinone). Run in C(C)(=O)OCC (ethyl acetate), C(Cl)(Cl)Cl (chloroform). Reaction conditions: time 15 hour. The product is C(C)(=O)O[C@H]1[C@@H](C(N1)=O)C(C)O[Si](C)(C)C(C)(C)C (trans-4-acetoxy-3-[1-(tert-butyldimethylsilyloxy)ethyl]-2-azetidinone). Reaction SMILES: ClC1C=CC=[C:4]([C:8](OO)=[O:9])C=1.C([C@@H:15]1[NH:18][C:17](=[O:19])[C@H:16]1[CH:20]([O:22][Si:23]([C:26]([CH3:29])([CH3:28])[CH3:27])([CH3:25])[CH3:24])[CH3:21])(=O)C.S([O-])([O-])(=[O:32])=S.[Na+].[Na+].C(=O)([O-])O.[Na+]>C(Cl)(Cl)Cl.C(OCC)(=O)C>[C:8]([O:19][C@@H:17]1[NH:18][C:15](=[O:32])[C@H:16]1[CH:20]([O:22][Si:23]([C:26]([CH3:27])([CH3:28])[CH3:29])([CH3:24])[CH3:25])[CH3:21])(=[O:9])[CH3:4] |f:2.3.4,5.6|. Reported procedure: m-Chloroperbenzoic acid (1 g) is added to a solution of trans-4-acetyl-3-[1-(tert-butyldimethylsilyloxy)ethyl]-2-azetidinone (0.23 g) in chloroform (15 ml), and the mixture is allowed to stand at room temperature for 15 hours and then poured into a mixture of ethyl acetate (100 ml), 5% aqueous sodium thiosulfate (50 ml) and aqueous sodium hydrogen carbonate (30 ml). The organic layer is separated, washed with aqueous sodium chloride, dried over magnesium sulfate and concentrated under reduced pr...